describe an organic reaction: reactants, conditions, products, and yield From a dataset of the Open Reaction Database (ORD), a public repository of structured organic reaction records. Reactants: COC(CNC)OC (methylaminoacetaldehyde dimethylacetal), C1=CC=CC=C1 (benzene), CSC(C)(C)C1=NN=C(S1)N=C=O (5-[1-methylthio-1-methylethyl]-1,3,4-thiadiazol-2-yl isocyanate). The solvent is CCCCCC (hexane). Yields the product CSC(C)(C)C1=NN=C(S1)NC(N(CC(OC)OC)C)=O (3-[5-(1-methylthio-1-methylethyl)-1,3,4-thiadiazol-2-yl]-1-methyl-1-(2,2-dimethyoxyethyl)urea). Reaction SMILES: [CH3:1][O:2][CH:3]([O:7][CH3:8])[CH2:4][NH:5][CH3:6].C1C=CC=CC=1.[CH3:15][S:16][C:17]([C:20]1[S:24][C:23]([N:25]=[C:26]=[O:27])=[N:22][N:21]=1)([CH3:19])[CH3:18]>CCCCCC>[CH3:15][S:16][C:17]([C:20]1[S:24][C:23]([NH:25][C:26](=[O:27])[N:5]([CH3:6])[CH2:4][CH:3]([O:7][CH3:8])[O:2][CH3:1])=[N:22][N:21]=1)([CH3:19])[CH3:18]. Procedure details: At ambient temperatures, 4.2 grams (0.035 mole) of methylaminoacetaldehyde dimethylacetal was added to 50 milliliters of benzene containing 7.1 grams (0.033 equivalents) of the 5-[1-methylthio-1-methylethyl]-1,3,4-thiadiazol-2-yl isocyanate dimer (prepared above). The resulting pink solution was heated to reflux, 100 milliliters of hexane was added, and the solution was cooled, filtered and topped on a roto-vac at 70° C. to yield 11.4 grams of a pale pink viscous oil of 3-[5-(1-methylthio-1-meth... Starting materials: COCCOC1C(C)C(COC(c2ccccc2)(c2ccccc2)c2ccc(OC)cc2)OC1n1cc(C)c(=O)[nH]c1=O, ClC(Cl)Cl, O=C(O)C(F)(F)F. The product is COCCOC1C(C)C(CO)OC1n1cc(C)c(=O)[nH]c1=O. Reaction SMILES: [CH3:8][O:9][c:10]1[cH:11][cH:12][c:13]([C:14]([c:15]2[cH:16][cH:17][cH:18][cH:19][cH:20]2)([c:21]2[cH:22][cH:23][cH:24][cH:25][cH:26]2)[O:27][CH2:28][CH:29]2[CH:30]([CH3:48])[CH:31]([O:43][CH2:44][CH2:45][O:46][CH3:47])[CH:32]([n:34]3[c:35](=[O:36])[nH:37][c:38](=[O:39])[c:40]([CH3:42])[cH:41]3)[O:33]2)[cH:49][cH:50]1.[CH:51]([Cl:52])([Cl:53])[Cl:54].[OH:1][C:2]([C:3]([F:4])([F:5])[F:6])=[O:7]>>[OH:27][CH2:28][CH:29]1[CH:30]([CH3:48])[CH:31]([O:43][CH2:44][CH2:45][O:46][CH3:47])[CH:32]([n:34]2[c:35](=[O:36])[nH:37][c:38](=[O:39])[c:40]([CH3:42])[cH:41]2)[O:33]1. Reactants: ClC1=C(C(=O)O)C=CC=C1 (2-chlorobenzoic acid), [OH-].[Na+] (sodium hydroxide), [I-].[Na+] (sodium iodide), ClC1=CC=C(C=C1)O (4-chlorophenol). The solvent is O (water). Yields the product ClC1=CC=C(OC2=C(C(=O)O)C=CC=C2)C=C1 (2-(4'-chlorophenoxy)benzoic acid). As a reaction SMILES: Cl[C:2]1[CH:10]=[CH:9][CH:8]=[CH:7][C:3]=1[C:4]([OH:6])=[O:5].[I-].[Na+].[Cl:13][C:14]1[CH:19]=[CH:18][C:17]([OH:20])=[CH:16][CH:15]=1.[OH-].[Na+]>O>[Cl:13][C:14]1[CH:19]=[CH:18][C:17]([O:20][C:2]2[CH:10]=[CH:9][CH:8]=[CH:7][C:3]=2[C:4]([OH:6])=[O:5])=[CH:16][CH:15]=1 |f:1.2,4.5|. Procedure details: To a well stirred mixture of 15.7 g. (0.1 mole) of 2-chlorobenzoic acid and 15.0 g. (0.1 mole) of sodium iodide in 250 ml. of 4-chlorophenol was rapidly added a solution of 16 g. (0.4 mole) of sodium hydroxide dissolved in 16 ml. of water. The reaction mixture was heated and concentrated under reduced pressure to an internal temperature of about 145° C. to remove the water and excess 4-chlorophenol. The residue was then stirred at 170° C. for about 7 hours, cooled and diluted with 250 ml. of wat... Starting materials: [N+](=O)([O-])C1=NNC=N1 (3-nitro-1H-1,2,4-triazole), FC(C=1C=C(C=CC1)B(O)O)(F)F (3-(trifluoromethyl)phenylboronic acid), N1=CC=CC=C1 (pyridine). Reagents/catalysts: CC(=O)[O-].CC(=O)[O-].[Cu+2] (Cu(OAc)2). Run in ClCCl (dichloromethane). Run at temperature 30 celsius, time 8 hour. The product is [N+](=O)([O-])C1=NN(C=N1)C1=CC(=CC=C1)C(F)(F)F (3-nitro-1-(3-(trifluoromethyl)phenyl)-1H-1,2,4-triazole). Isolated yield 48.6%. Reaction SMILES: [N+:1]([C:4]1[N:8]=[CH:7][NH:6][N:5]=1)([O-:3])=[O:2].[F:9][C:10]([F:21])([F:20])[C:11]1[CH:12]=[C:13](B(O)O)[CH:14]=[CH:15][CH:16]=1.N1C=CC=CC=1>ClCCl.CC([O-])=O.CC([O-])=O.[Cu+2]>[N+:1]([C:4]1[N:8]=[CH:7][N:6]([C:15]2[CH:14]=[CH:13][CH:12]=[C:11]([C:10]([F:21])([F:20])[F:9])[CH:16]=2)[N:5]=1)([O-:3])=[O:2] |f:4.5.6|. Procedure details: Into a 250-mL round bottom flask, was placed a solution of 3-nitro-1H-1,2,4-triazole (2 g, 17.54 mmol, 1.00 equiv) in dichloromethane (100 mL), 3-(trifluoromethyl)phenylboronic acid (6.66 g, 35.05 mmol, 2.00 equiv), Cu(OAc)2 (4.79 g, 26.32 mmol, 1.50 equiv), pyridine (2.77 g, 35.06 mmol, 2.00 equiv), and molecular sieves (5.2 g). The resulting solution was stirred overnight at 30° C. The solids were filtered out. The resulting mixture was concentrated under vacuum. The residue was applied onto a...